This data is from the Open Reaction Database (ORD), a public repository of structured organic reaction records. The task is: describe an organic reaction: reactants, conditions, products, and yield Product: C(C)(C)C1=CC=C(C=C1)NCC1=CC=C(C=C1)C(F)(F)F ((4-Isopropylphenyl)[4-(trifluoromethyl)benzyl]amine). As a reaction SMILES: [F:1][C:2]([F:12])([F:11])[C:3]1[CH:10]=[CH:9][C:6]([CH:7]=O)=[CH:5][CH:4]=1.[CH:13]([C:16]1[CH:22]=[CH:21][C:19]([NH2:20])=[CH:18][CH:17]=1)([CH3:15])[CH3:14]>>[CH:13]([C:16]1[CH:22]=[CH:21][C:19]([NH:20][CH2:7][C:6]2[CH:9]=[CH:10][C:3]([C:2]([F:12])([F:11])[F:1])=[CH:4][CH:5]=2)=[CH:18][CH:17]=1)([CH3:15])[CH3:14]. Starting materials: FC(C1=CC=C(C=O)C=C1)(F)F (4-(trifluoromethyl)benzaldehyde), C(C)(C)C1=CC=C(N)C=C1 (4-isopropylaniline). Reported procedure: Following the procedure described in Example 1A, step 1, 4-(trifluoromethyl)benzaldehyde and 4-isopropylaniline gave the title compound as a pale yellow oil. Starting materials: CCO, [H][H], CCC=C(c1ccccc1N1CCCCC1)C(C(N)=O)c1ccc(C(=O)O)cc1. Yields the product CCCC(c1ccccc1N1CCCCC1)C(C(N)=O)c1ccc(C(=O)O)cc1. As a reaction SMILES: [CH3:32][CH2:33][OH:34].[H:30][H:31].[N:1]1([c:7]2[c:8]([C:13](=[CH:14][CH2:15][CH3:16])[CH:17]([c:18]3[cH:19][cH:20][c:21]([C:22](=[O:23])[OH:24])[cH:25][cH:26]3)[C:27](=[O:28])[NH2:29])[cH:9][cH:10][cH:11][cH:12]2)[CH2:2][CH2:3][CH2:4][CH2:5][CH2:6]1>>[N:1]1([c:7]2[c:8]([CH:13]([CH2:14][CH2:15][CH3:16])[CH:17]([c:18]3[cH:19][cH:20][c:21]([C:22](=[O:23])[OH:24])[cH:25][cH:26]3)[C:27](=[O:28])[NH2:29])[cH:9][cH:10][cH:11][cH:12]2)[CH2:2][CH2:3][CH2:4][CH2:5][CH2:6]1.